This data is from the Open Reaction Database (ORD), a public repository of structured organic reaction records. The task is: describe an organic reaction: reactants, conditions, products, and yield The reactants are CC(C)(C)C(=O)Oc1cccc2ncccc12 (substrate), COc1ccc(C(C)=O)cc1 (effective_coupling_partner). The reagents and catalysts are dcypt. Reaction conditions: temperature 150 celsius, time 24 hour. Product: COc3ccc(C(=O)Cc1cccc2ncccc12)cc3. The reactants are COC(=O)C1CC(O[Si](C)(C)C(C)(C)C)CN1Cc1ccccc1, CC(C)C[Al+]CC(C)C, CCO, Cc1ccccc1, [H-], [Na+], [OH-]. Product: CC(C)(C)[Si](C)(C)OC1CC(C=O)N(Cc2ccccc2)C1. As a reaction SMILES: [CH2:1]([c:2]1[cH:3][cH:4][cH:5][cH:6][cH:7]1)[N:8]1[CH:9]([C:21](=[O:22])[O:23][CH3:24])[CH2:10][CH:11]([O:13][Si:14]([CH3:15])([CH3:16])[C:17]([CH3:18])([CH3:19])[CH3:20])[CH2:12]1.[CH2:26]([Al+:27][CH2:28][CH:29]([CH3:30])[CH3:31])[CH:32]([CH3:33])[CH3:34].[CH3:35][CH2:36][OH:37].[CH3:40][c:41]1[cH:42][cH:43][cH:44][cH:45][cH:46]1.[H-:25].[Na+:39].[OH-:38]>>[CH2:1]([c:2]1[cH:3][cH:4][cH:5][cH:6][cH:7]1)[N:8]1[CH:9]([CH:21]=[O:22])[CH2:10][CH:11]([O:13][Si:14]([CH3:15])([CH3:16])[C:17]([CH3:18])([CH3:19])[CH3:20])[CH2:12]1. Reactants: CC(=O)Cl, FB(F)F, Fc1ccccc1, F. Product: CC(=O)c1ccc(F)cc1. Reaction SMILES: [CH3:1][C:2]([Cl:3])=[O:4].[F:12][B:13]([F:14])[F:15].[F:5][c:6]1[cH:7][cH:8][cH:9][cH:10][cH:11]1.[FH:16]>>[CH3:1][C:2](=[O:4])[c:9]1[cH:8][cH:7][c:6]([F:5])[cH:11][cH:10]1. The reactants are C1(CC=CC1)OS(=O)(=O)C (methanesulfonic acid cyclopent-3-enyl ester), O (water), ice, CC1=NNC(=C1I)C (3,5-dimethyl-4-iodo-1H-pyrazole), [H-].[Na+] (NaH). The solvent is CN(C)C=O (DMF). Conditions: time 1 hour. Yields the product C1(CC=CC1)N1N=C(C(=C1C)I)C (1-(Cyclopent-3-en-1-yl)-4-iodo-3,5-dimethyl-1H-pyrazole). As a reaction SMILES: [CH3:1][C:2]1[C:6]([I:7])=[C:5]([CH3:8])[NH:4][N:3]=1.[H-].[Na+].[CH:11]1(OS(C)(=O)=O)[CH2:15][CH:14]=[CH:13][CH2:12]1.O>CN(C=O)C>[CH:14]1([N:3]2[C:2]([CH3:1])=[C:6]([I:7])[C:5]([CH3:8])=[N:4]2)[CH2:13][CH:12]=[CH:11][CH2:15]1 |f:1.2|. Reported procedure: To an ice-cold solution of 3,5-dimethyl-4-iodo-1H-pyrazole (5.00 g, 22.5 mmol) in DMF (15 mL) was added NaH (60%, 1.08 g, 27 mmol) in portions and stirred at room temperature for 1 h. To this was added methanesulfonic acid cyclopent-3-enyl ester (4.00 g, 24.7 mmol) and heated at 60° C. overnight. The reaction mixture was poured into water and extracted with ethyl acetate (60 mL). The ethyl acetate layer was washed with brine, dried over Na2SO4, filtered and concentrated. The crude residue was pu... Starting materials: C(C)(C)(C)C=1C(=C(C=C(C1)C)SC1=C(C(=CC(=C1)C)C(C)(C)C)O)OCC ((3-tert-butyl-2-ethoxy-5-methylphenyl)(3-tert-butyl-2-hydroxy-5-methylphenyl)sulfide), C(C)(C)(C)C=1C(=C(C=C(C1)C)SC1=C(C(=CC(=C1)C)C(C)(C)C)O[Si](C)(C)C)O ((3-tert-butyl-2-hydroxy-5-methylphenyl)(3-tert-butyl-5-methyl-2-trimethylsiloxyphenyl)sulfide), C(C)(C)(C)C=1C(=C(C=C(C1)C(C)(C)C)SC1=C(C=CC=C1C)C)O ((3,5-di-tert-butyl-2-hydroxyphenyl)(2,6-dimethylphenyl) sulfide), C(C)(C)(C)C=1C(=C(C=C(C1)C)SC1=C(C(=CC(=C1)C)C(C)(C)C)OC)O ((3-tert-butyl-2-hydroxy-5-methylphenyl)(3-tert-butyl-2-methoxy-5-methylphenyl)sulfide), C(C)(C)(C)C=1C(=C(C=C(C1)C)SC1=C(C(=CC(=C1)C)C(C)(C)C)OCCC)O ((3-tert-butyl-2-hydroxy-5-methylphenyl)(3-tert-butyl-2-n-propoxy-5-methylphenyl)sulfide), C(C)(C)(C)C=1C(=C(C=C(C1)C)SC1=C(C(=CC(=C1)C)C(C)(C)C)OC)O ((3-tert-butyl-2-hydroxy-5-methylphenyl)(3-tert-butyl-2-methoxy-5-methylphenyl)sulfide). The product is S(C1=C(C(=CC(=C1)C)C(C)(C)C)O)C1=C(C(=CC(=C1)C)C(C)(C)C)O (2,2′-thiobis(6-tert-butyl-4-methylphenol)). As a reaction SMILES: [C:1]([C:5]1[C:6]([O:25]CC)=[C:7]([S:12][C:13]2[CH:18]=[C:17]([CH3:19])[CH:16]=[C:15]([C:20]([CH3:23])([CH3:22])[CH3:21])[C:14]=2[OH:24])[CH:8]=[C:9]([CH3:11])[CH:10]=1)([CH3:4])([CH3:3])[CH3:2].C(C1C(O)=C(SC2C=C(C)C=C(C(C)(C)C)C=2OC)C=C(C)C=1)(C)(C)C.C(C1C(O)=C(SC2C=C(C)C=C(C(C)(C)C)C=2OCCC)C=C(C)C=1)(C)(C)C.C(C1C(O)=C(SC2C=C(C)C=C(C(C)(C)C)C=2O[Si](C)(C)C)C=C(C)C=1)(C)(C)C.C(C1C(O)=C(SC2C(C)=CC=CC=2C)C=C(C(C)(C)C)C=1)(C)(C)C>>[S:12]([C:13]1[CH:18]=[C:17]([CH3:19])[CH:16]=[C:15]([C:20]([CH3:23])([CH3:22])[CH3:21])[C:14]=1[OH:24])[C:7]1[CH:8]=[C:9]([CH3:11])[CH:10]=[C:5]([C:1]([CH3:4])([CH3:2])[CH3:3])[C:6]=1[OH:25]. Reported procedure: Preferably, the ligand is (3-tert-butyl-2-ethoxy-5-methylphenyl)(3-tert-butyl-2-hydroxy-5-methylphenyl)sulfide, (3-tert-butyl-2-hydroxy-5-methylphenyl)(3-tert-butyl-2-methoxy-5-methylphenyl)sulfide, (3-tert-butyl-2-hydroxy-5-methylphenyl)(3-tert-butyl-2-n-propoxy-5-methylphenyl)sulfide, (3-tert-butyl-2-hydroxy-5-methylphenyl)(3-tert-butyl-5-methyl-2-trimethylsiloxyphenyl)sulfide or (3,5-di-tert-butyl-2-hydroxyphenyl)(2,6-dimethylphenyl) sulfide. The most preferred ligand is (3-tert-butyl-2-hydro...